From a dataset of the Open Reaction Database (ORD), a public repository of structured organic reaction records. describe an organic reaction: reactants, conditions, products, and yield The product is Cc1ccc(-c2c(CCl)n(CC(C)C)c(=O)c3ccc(OCc4ccccc4)cc23)cc1. RXN SMILES: [CH2:1]([c:2]1[cH:3][cH:4][cH:5][cH:6][cH:7]1)[O:8][c:9]1[cH:10][c:11]2[c:12](-[c:26]3[cH:27][cH:28][c:29]([CH3:32])[cH:30][cH:31]3)[c:13]([CH2:24][OH:25])[n:14]([CH2:20][CH:21]([CH3:22])[CH3:23])[c:15](=[O:19])[c:16]2[cH:17][cH:18]1.[CH3:42][c:43]1[cH:44][cH:45][cH:46][cH:47][cH:48]1.[Na+:37].[OH:38][C:39](=[O:40])[O-:41].[S:33]([Cl:34])([Cl:35])=[O:36]>>[CH2:1]([c:2]1[cH:3][cH:4][cH:5][cH:6][cH:7]1)[O:8][c:9]1[cH:10][c:11]2[c:12](-[c:26]3[cH:27][cH:28][c:29]([CH3:32])[cH:30][cH:31]3)[c:13]([CH2:24][Cl:35])[n:14]([CH2:20][CH:21]([CH3:22])[CH3:23])[c:15](=[O:19])[c:16]2[cH:17][cH:18]1. Starting materials: Cc1ccc(-c2c(CO)n(CC(C)C)c(=O)c3ccc(OCc4ccccc4)cc23)cc1, Cc1ccccc1, [Na+], O=C([O-])O, O=S(Cl)Cl. Starting materials: ClCC(=O)NC1=CC2=C(N=C(OC2)NC2CCC3=CC=CC(=C23)OC)C=C1 (rac-2-chloro-N-[2-(7-methoxy-indan-1-ylamino)-4H-benzo[d][1,3]oxazin-6-yl]-acetamide), N1CCOCC1 (morpholine). Solvent: C(C)#N (acetonitrile). Yields the product COC=1C=CC=C2CCC(C12)NC=1OCC2=C(N1)C=CC(=C2)NC(CN2CCOCC2)=O (rac-N-[2-(7-Methoxy-indan-1-ylamino)-4H-benzo[d][1,3]oxazin-6-yl]-2-morpholin-4-yl-acetamide). Isolated yield 97.3%. As a reaction SMILES: Cl[CH2:2][C:3]([NH:5][C:6]1[CH:27]=[CH:26][C:9]2[N:10]=[C:11]([NH:14][CH:15]3[C:23]4[C:18](=[CH:19][CH:20]=[CH:21][C:22]=4[O:24][CH3:25])[CH2:17][CH2:16]3)[O:12][CH2:13][C:8]=2[CH:7]=1)=[O:4].[NH:28]1[CH2:33][CH2:32][O:31][CH2:30][CH2:29]1>C(#N)C>[CH3:25][O:24][C:22]1[CH:21]=[CH:20][CH:19]=[C:18]2[C:23]=1[CH:15]([NH:14][C:11]1[O:12][CH2:13][C:8]3[CH:7]=[C:6]([NH:5][C:3](=[O:4])[CH2:2][N:28]4[CH2:33][CH2:32][O:31][CH2:30][CH2:29]4)[CH:27]=[CH:26][C:9]=3[N:10]=1)[CH2:16][CH2:17]2. Procedure: Prepared from the above described rac-2-chloro-N-[2-(7-methoxy-indan-1-ylamino)-4H-benzo[d][1,3]oxazin-6-yl]-acetamide (100 mg, 0.259 mmol) and morpholine (226 ul, 2.59 mmol) in acetonitrile (1 ml) according to the procedure described for Example 3 step B. Obtained the title compound as an off-white foam (110 mg, 97%), MS (ISP) m/e=437.2 [(M+H)+]. Starting materials: S(O)(O)(=O)=O (sulfuric acid), C(CCCCCCC\C=C/CCCCCCCC)(=O)O (Oleic acid), [Sn](C)(C)(C)C (SnMe4), C1CCC/C=C\CCCCCCCC(=O)CCC1 (Civetone), C(CCCCCCC\C=C/CCCCCCCC)(=O)O (Oleic acid), C(CCCCCCC\C=C/CCCCCCCC)(=O)OCC (ethyl oleate). Product: CCCCCCCCC=CCCCCCCCC (9-Octadecene), C(CCCCCCCC=CCCCCCCCC(=O)OCC)(=O)OCC (Diethyl 9-Octadecenedioate). As a reaction SMILES: C1CCC[C:14](=[O:15])[CH2:13]CCCCCCC=CCCC1.[C:19](O)(=[O:37])[CH2:20][CH2:21][CH2:22][CH2:23][CH2:24][CH2:25][CH2:26]/[CH:27]=[CH:28]\[CH2:29][CH2:30][CH2:31][CH2:32][CH2:33][CH2:34][CH2:35][CH3:36].S(=O)(=O)(O)O.[C:44]([O:63][CH2:64][CH3:65])(=[O:62])[CH2:45][CH2:46][CH2:47][CH2:48][CH2:49][CH2:50][CH2:51]/[CH:52]=[CH:53]\[CH2:54][CH2:55][CH2:56][CH2:57][CH2:58][CH2:59][CH2:60][CH3:61].[Sn](C)(C)(C)C>>[CH3:19][CH2:20][CH2:21][CH2:22][CH2:23][CH2:24][CH2:25][CH2:26][CH:27]=[CH:28][CH2:29][CH2:30][CH2:31][CH2:32][CH2:33][CH2:34][CH2:35][CH3:36].[C:61]([O:15][CH2:14][CH3:13])(=[O:37])[CH2:60][CH2:59][CH2:58][CH2:57][CH2:56][CH2:55][CH2:54][CH:53]=[CH:52][CH2:51][CH2:50][CH2:49][CH2:48][CH2:47][CH2:46][CH2:45][C:44]([O:63][CH2:64][CH3:65])=[O:62]. Reported procedure: In 1994 (Choo, Ooi, & Ooi, 1994), synthesis of Civetone was reported from Palm oil. In this process Oleic acid (C18:1) was obtained from Palm oil by hydrolytic splitting with 99% purity. See FIG. 2. The pure Oleic acid was esterified under acidic conditions using concentrated sulfuric acid at 110° C. Self-metathesis of ethyl oleate was performed using WCl6 and SnMe4 to give two products, 9-Octadecene and Diethyl 9-Octadecenedioate, with almost quantitative yields of 97 and 99% respectively. Sili... The reactants are CCOC(=O)Cc1cccc(-n2c(=O)c3c(C)onc3c3c(Cl)cccc32)n1, C1CCOC1, CO, Cl, [Na+], [OH-], O. Product: Cc1onc2c1c(=O)n(-c1cccc(CC(=O)O)n1)c1cccc(Cl)c21. RXN SMILES: [CH2:1]([CH3:2])[O:3][C:4]([CH2:5][c:6]1[n:7][c:8](-[n:12]2[c:13](=[O:27])[c:14]3[c:15]([c:16]4[c:17]([Cl:22])[cH:18][cH:19][cH:20][c:21]24)[n:23][o:24][c:25]3[CH3:26])[cH:9][cH:10][cH:11]1)=[O:28].[CH2:35]1[O:36][CH2:37][CH2:38][CH2:39]1.[CH3:29][OH:30].[ClH:33].[Na+:32].[OH-:31].[OH2:34]>>[O:3]=[C:4]([CH2:5][c:6]1[n:7][c:8](-[n:12]2[c:13](=[O:27])[c:14]3[c:15]([c:16]4[c:17]([Cl:22])[cH:18][cH:19][cH:20][c:21]24)[n:23][o:24][c:25]3[CH3:26])[cH:9][cH:10][cH:11]1)[OH:28]. Reactants: C[S+](C)C, CC(C)(C)C(=O)CCCOc1ccccc1, [I-], C1CCOC1. Yields the product CC(C)(C)C1(CCCOc2ccccc2)CO1. As a reaction SMILES: [CH3:18][S+:19]([CH3:20])[CH3:21].[CH3:1][C:2]([CH3:3])([C:4]([CH2:5][CH2:6][CH2:7][O:8][c:9]1[cH:10][cH:11][cH:12][cH:13][cH:14]1)=[O:15])[CH3:16].[I-:17].[O:22]1[CH2:23][CH2:24][CH2:25][CH2:26]1>>[CH3:1][C:2]([CH3:3])([C:4]1([CH2:5][CH2:6][CH2:7][O:8][c:9]2[cH:10][cH:11][cH:12][cH:13][cH:14]2)[O:15][CH2:18]1)[CH3:16]. Starting materials: CC(Cl)c1cccnc1, C#CCCC(=O)CCC(=O)O. The reagents and catalysts are O=C([O-])[O-].[Cs+].[Cs+] (cesium carbonate), [I-].[K+] (potassium iodide). The solvent is CN(C)C=O (DMF), CN(C)C=O (dmf), CN(C)C=O (DMF). Run at temperature 70 celsius, time 16 hour. The product is C#CCCC(=O)CCC(=O)OC(C)c1cccnc1. Conditions: time 16 hour. Procedure details: N5-1H-Benzimidazol-2-yl-N4-(2-methyl-4-{[1-(phenylmethyl)piperidin-4-yl]oxy}phenyl)-1H-imidazole-4,5-dicarboxamide was prepared in a similar manner as N5-1H-benzimidazol-2-yl-N4-{4-[(1-ethylpiperidin-4-yl)oxy]-2-methylphenyl}-1H-imidazole-4,5-dicarboxamide. Benzaldehyde and N5-(1H-benzo[d]imidazol-2-yl)-N4-(2-methyl-4-(piperidin-4-yloxy)phenyl)-1H-imidazole-4,5-dicarboxamide (0.1 mmol) were treated with a DMF solution of sodium triacetoxyborohydride. The reaction mixture was stir at room tempera... The solvent is CN(C)C=O (DMF). RXN SMILES: [NH:1]1[C:5]2[CH:6]=[CH:7][CH:8]=[CH:9][C:4]=2[N:3]=[C:2]1[NH:10][C:11]([C:13]1[NH:17][CH:16]=[N:15][C:14]=1[C:18]([NH:20][C:21]1[CH:26]=[CH:25][C:24]([O:27][CH:28]2[CH2:33][CH2:32][N:31]([CH2:34][CH3:35])[CH2:30][CH2:29]2)=[CH:23][C:22]=1[CH3:36])=[O:19])=[O:12].C(=O)[C:38]1[CH:43]=[CH:42]C=[CH:40][CH:39]=1.N1C2C=CC=CC=2N=C1NC(C1NC=NC=1C(NC1C=CC(OC2CCNCC2)=CC=1C)=O)=O.C(O[BH-](OC(=O)C)OC(=O)C)(=O)C.[Na+].Cl>CN(C=O)C>[NH:1]1[C:5]2[CH:6]=[CH:7][CH:8]=[CH:9][C:4]=2[N:3]=[C:2]1[NH:10][C:11]([C:13]1[NH:17][CH:16]=[N:15][C:14]=1[C:18]([NH:20][C:21]1[CH:26]=[CH:25][C:24]([O:27][CH:28]2[CH2:33][CH2:32][N:31]([CH2:34][C:35]3[CH:42]=[CH:43][CH:38]=[CH:39][CH:40]=3)[CH2:30][CH2:29]2)=[CH:23][C:22]=1[CH3:36])=[O:19])=[O:12] |f:3.4|. Yields the product N1C(=NC2=C1C=CC=C2)NC(=O)C2=C(N=CN2)C(=O)NC2=C(C=C(C=C2)OC2CCN(CC2)CC2=CC=CC=C2)C (N5-1H-benzimidazol-2-yl-N4-(2-methyl-4-{[1-(phenylmethyl)piperidin-4-yl]oxy}phenyl)-1H-imidazole-4,5-dicarboxamide). The reactants are C(C1=CC=CC=C1)=O (Benzaldehyde), N1C(=NC2=C1C=CC=C2)NC(=O)C2=C(N=CN2)C(=O)NC2=C(C=C(C=C2)OC2CCNCC2)C (N5-(1H-benzo[d]imidazol-2-yl)-N4-(2-methyl-4-(piperidin-4-yloxy)phenyl)-1H-imidazole-4,5-dicarboxamide), C(C)(=O)O[BH-](OC(C)=O)OC(C)=O.[Na+] (sodium triacetoxyborohydride), N1C(=NC2=C1C=CC=C2)NC(=O)C2=C(N=CN2)C(=O)NC2=C(C=C(C=C2)OC2CCN(CC2)CC)C (N5-1H-benzimidazol-2-yl-N4-{4-[(1-ethylpiperidin-4-yl)oxy]-2-methylphenyl}-1H-imidazole-4,5-dicarboxamide), Cl (hydrochloric acid). The reactants are COC(C(C)O)(C1=CC=C(C=C1)OC(C)=O)OC (α-hydroxy-p-acetoxypropiophenone dimethylacetal), C1(=CC=CC=C1)C (toluene), CN(C=O)C (N,N-dimethylformamide), S(=O)(=O)(Cl)Cl (sulfuryl chloride). Yield: 80.0%. Product: C(C)(=O)OC1=CC=C(C=C1)C(C(=O)OC)C (methyl 2-(p-acetoxyphenyl)propionate). As a reaction SMILES: CO[C:3](OC)([C:7]1[CH:12]=[CH:11][C:10]([O:13][C:14](=[O:16])[CH3:15])=[CH:9][CH:8]=1)[CH:4]([OH:6])C.CN(C)[CH:21]=[O:22].S(Cl)(Cl)(=O)=O.[C:29]1(C)C=CC=CC=1>>[C:14]([O:13][C:10]1[CH:9]=[CH:8][C:7]([CH:3]([CH3:29])[C:4]([O:22][CH3:21])=[O:6])=[CH:12][CH:11]=1)(=[O:16])[CH3:15]. Procedure: In this example, 2.54 g of α-hydroxy-p-acetoxypropiophenone dimethylacetal was dissolved in a mixed solvent of 2 ml of N,N-dimethylformamide and 20 ml of toluene and the solution was cooled to -50° C. Then, 1.75 ml of sulfuryl chloride was added thereto. The mixture was stirred at the same temperature for 3 hours. After completion of the reaction, post-treatment was performed in a manner similar to Example 1 to obtain 1.78 g of methyl 2-(p-acetoxyphenyl)propionate (yield 80%). The product was he... Conditions: temperature -50 celsius, time 3 hour. The reactants are O=C(O)c1cc(Br)cc2c1OC(c1ccccc1)(c1ccccc1)O2, O=Cc1ccncc1. Product: O=C(O)c1cc(C(O)c2ccncc2)cc2c1OC(c1ccccc1)(c1ccccc1)O2. Reaction SMILES: [Br:1][c:2]1[cH:3][c:4]([C:23](=[O:24])[OH:25])[c:5]2[c:6]([cH:22]1)[O:7][C:8]([c:10]1[cH:11][cH:12][cH:13][cH:14][cH:15]1)([c:16]1[cH:17][cH:18][cH:19][cH:20][cH:21]1)[O:9]2.[n:26]1[cH:27][cH:28][c:29]([CH:32]=[O:33])[cH:30][cH:31]1>>[c:2]1([CH:32]([c:29]2[cH:28][cH:27][n:26][cH:31][cH:30]2)[OH:33])[cH:3][c:4]([C:23](=[O:24])[OH:25])[c:5]2[c:6]([cH:22]1)[O:7][C:8]([c:10]1[cH:11][cH:12][cH:13][cH:14][cH:15]1)([c:16]1[cH:17][cH:18][cH:19][cH:20][cH:21]1)[O:9]2. Starting materials: ClC=1C=2N(C=CC1I)C(=NN2)CC2CC2 (8-chloro-3-(cyclopropylmethyl)-7-iodo-[1,2,4]triazolo[4,3-a]pyridine), N1=CC=C(C=C1)C1C(C1)CN ((2-(pyridin-4-yl)cyclopropyl)methanamine). Product: ClC=1C=2N(C=CC1NCC1C(C1)C1=CC=NC=C1)C(=NN2)CC2CC2 (8-chloro-3-(cyclopropylmethyl)-N-((2-(pyridin-4-yl)cyclopropyl)methyl)-[1,2,4]triazolo[4,3-a]pyridin-7-amine). Yield: 48.4%. As a reaction SMILES: [Cl:1][C:2]1[C:3]2[N:4]([C:9]([CH2:12][CH:13]3[CH2:15][CH2:14]3)=[N:10][N:11]=2)[CH:5]=[CH:6][C:7]=1I.[N:16]1[CH:21]=[CH:20][C:19]([CH:22]2[CH2:24][CH:23]2[CH2:25][NH2:26])=[CH:18][CH:17]=1>>[Cl:1][C:2]1[C:3]2[N:4]([C:9]([CH2:12][CH:13]3[CH2:15][CH2:14]3)=[N:10][N:11]=2)[CH:5]=[CH:6][C:7]=1[NH:26][CH2:25][CH:23]1[CH2:24][CH:22]1[C:19]1[CH:18]=[CH:17][N:16]=[CH:21][CH:20]=1. Procedure: A mixture of 8-chloro-3-(cyclopropylmethyl)-7-iodo-[1,2,4]triazolo[4,3-a]pyridine (50 mg, 0.150 mmol) and (2-(pyridin-4-yl)cyclopropyl)methanamine (26.7 mg, 0.180 mmol) was reacted in a manner similar to Example 1 to give 8-chloro-3-(cyclopropylmethyl)-N-((2-(pyridin-4-yl)cyclopropyl)methyl)-[1,2,4]triazolo[4,3-a]pyridin-7-amine (25.7 mg, 47.5%). 1H NMR (500 MHz, DMSO-d6) δ 8.35 (d, J=6.1 Hz, 2H), 8.23 (d, J=7.6 Hz, 1H), 7.06 (d, J=6.1 Hz, 2H), 6.90 (d, J=7.6 Hz, 1H), 6.42 (t, J=6.1 Hz, 1H), 2.9...